From a dataset of the Open Reaction Database (ORD), a public repository of structured organic reaction records. describe an organic reaction: reactants, conditions, products, and yield Reactants: CC1(CC(NC2=CC=C(C=C12)C(F)(F)F)C1=C(N)C=CC=C1)C (2-(4,4-dimethyl-6-(trifluoromethyl)-1,2,3,4-tetrahydroquinolin-2-yl)aniline), N1=CC=CC=C1 (pyridine), C(C)S(=O)(=O)Cl (ethanesulfonylchloride). The solvent is O (water), ClCCl (dichloromethane). Reaction conditions: time 3 hour. The product is CC1(CC(NC2=CC=C(C=C12)C(F)(F)F)C1=C(C=CC=C1)NS(=O)(=O)CC)C (ethanesulfonic acid [2-(4,4-dimethyl-6-trifluoromethyl-1,2,3,4-tetrahydro-quinolin-2-yl)-phenyl]-amide). Reaction SMILES: [CH3:1][C:2]1([CH3:23])[C:11]2[C:6](=[CH:7][CH:8]=[C:9]([C:12]([F:15])([F:14])[F:13])[CH:10]=2)[NH:5][CH:4]([C:16]2[CH:22]=[CH:21][CH:20]=[CH:19][C:17]=2[NH2:18])[CH2:3]1.N1C=CC=CC=1.[CH2:30]([S:32](Cl)(=[O:34])=[O:33])[CH3:31]>ClCCl.O>[CH3:1][C:2]1([CH3:23])[C:11]2[C:6](=[CH:7][CH:8]=[C:9]([C:12]([F:13])([F:15])[F:14])[CH:10]=2)[NH:5][CH:4]([C:16]2[CH:22]=[CH:21][CH:20]=[CH:19][C:17]=2[NH:18][S:32]([CH2:30][CH3:31])(=[O:34])=[O:33])[CH2:3]1. Procedure details: To a solution of 2-(4,4-dimethyl-6-(trifluoromethyl)-1,2,3,4-tetrahydroquinolin-2-yl)aniline (150 mg) and pyridine (200 μL) in dichloromethane (3 mL) was added ethanesulfonylchloride (44 μL) at ice-bath under nitrogen. After addition, the resulting mixture was stirred at room temperature for 3 h. The reaction mixture was diluted with water, and extracted with ethyl acetate. The combined organic layer was dried over anhydrous sodium sulfate, concentrated. The residue was purified by HPLC to give ... Reactants: [Al+3], CCOCC, N#Cc1ccc(C(F)(F)C(F)(F)F)cc1, [H-], [H-], [H-], [H-], [Li+], O. The product is NCc1ccc(C(F)(F)C(F)(F)F)cc1. RXN SMILES: [Al+3:2].[CH3:23][CH2:24][O:25][CH2:26][CH3:27].[F:7][C:8]([C:9]([F:10])([F:11])[F:12])([c:13]1[cH:14][cH:15][c:16]([C:17]#[N:18])[cH:19][cH:20]1)[F:21].[H-:1].[H-:4].[H-:5].[H-:6].[Li+:3].[OH2:22]>>[F:7][C:8]([C:9]([F:10])([F:11])[F:12])([c:13]1[cH:14][cH:15][c:16]([CH2:17][NH2:18])[cH:19][cH:20]1)[F:21]. Product: CC(c1ccc2c(c1)Cc1ccccc1-2)n1ccnc1. As a reaction SMILES: [CH3:22][N:23]([CH3:24])[CH:25]=[O:26].[Cl:1][CH:2]([CH3:3])[c:4]1[cH:5][c:6]2[c:14]([cH:15][cH:16]1)-[c:13]1[c:8]([cH:9][cH:10][cH:11][cH:12]1)[CH2:7]2.[nH:17]1[cH:18][n:19][cH:20][cH:21]1>>[CH:2]([CH3:3])([c:4]1[cH:5][c:6]2[c:14]([cH:15][cH:16]1)-[c:13]1[c:8]([cH:9][cH:10][cH:11][cH:12]1)[CH2:7]2)[n:17]1[cH:18][n:19][cH:20][cH:21]1. Reactants: CN(C)C=O, CC(Cl)c1ccc2c(c1)Cc1ccccc1-2, c1c[nH]cn1. The reactants are C(C)(=O)OC(C)=O (acetic anhydride), FC1=CC=C(C=C1)C1=CC=C(S1)CC=1C=C(C=CC1C)C1(OC)[C@H](O)[C@@H](O)[C@H](O)[C@H](O1)CO (methyl 1-C-(3-{[5-(4-fluorophenyl)-2-thienyl]methyl}-4-methylphenyl)-D-glucopyranoside), CN1CCOCC1 (N-methylmorpholine). Reagents/catalysts: CN(C1=CC=NC=C1)C (4-dimethylaminopyridine). Run in C1(=CC=CC=C1)C (toluene), C(C)(=O)OCC (ethyl acetate). Reaction conditions: temperature 0 celsius, time 15 hour. Product: C(C)(=O)O[C@H]1C(OC)(O[C@@H]([C@H]([C@@H]1OC(C)=O)OC(C)=O)COC(C)=O)C1=CC(=C(C=C1)C)CC=1SC(=CC1)C1=CC=C(C=C1)F (methyl 2,3,4,6-tetra-O-acetyl-1-C-(3-{[5-(4-fluorophenyl)-2-thienyl]methyl}-4-methylphenyl)-D-glucopyranoside). Reaction SMILES: [F:1][C:2]1[CH:7]=[CH:6][C:5]([C:8]2[S:12][C:11]([CH2:13][C:14]3[CH:15]=[C:16]([C:21]4([O:31][C@H:30]([CH2:32][OH:33])[C@@H:28]([OH:29])[C@H:26]([OH:27])[C@H:24]4[OH:25])[O:22][CH3:23])[CH:17]=[CH:18][C:19]=3[CH3:20])=[CH:10][CH:9]=2)=[CH:4][CH:3]=1.CN1[CH2:40][CH2:39][O:38]CC1.C(O[C:45](=[O:47])[CH3:46])(=O)C>C1(C)C=CC=CC=1.C(OCC)(=O)C.CN(C)C1C=CN=CC=1>[C:21]([O:25][C@@H:24]1[C@@H:26]([O:27][C:24](=[O:25])[CH3:26])[C@H:28]([O:29][C:45](=[O:47])[CH3:46])[C@@H:30]([CH2:32][O:33][C:39](=[O:38])[CH3:40])[O:31][C:21]1([C:16]1[CH:17]=[CH:18][C:19]([CH3:20])=[C:14]([CH2:13][C:11]2[S:12][C:8]([C:5]3[CH:4]=[CH:3][C:2]([F:1])=[CH:7][CH:6]=3)=[CH:9][CH:10]=2)[CH:15]=1)[O:22][CH3:23])(=[O:22])[CH3:16]. Procedure details: To a stirred solution of methyl 1-C-(3-{[5-(4-fluorophenyl)-2-thienyl]methyl}-4-methylphenyl)-D-glucopyranoside (net weight 10.54 g) in toluene and ethyl acetate was added N-methylmorpholine (11.9 g) and 4-dimethylaminopyridine (217 mg) at room temperature. The solution was cooled to 0° C. and acetic anhydride (52.7 mL) was added dropwise below 15° C. The reaction mixture was allowed to warm to room temperature and stirred for 15 hours. The mixture was quenched with 28% NH3 aqueous solution (ca.... Reactants: COC1=NC2=CC(=C(C=C2N=C1NC(OCC)=O)C)C (Ethyl N-(2-methoxy-6,7-dimethylquinoxalin-3-yl)carbamate), CC=1C=C(C=C(C1)C)N1CCNCC1 (1-(3,5-dimethylphenyl)piperazine). The product is COC1=NC2=CC(=C(C=C2N=C1NC(=O)N1CCN(CC1)C1=CC(=CC(=C1)C)C)C)C (1-[(2-Methoxy-6,7-dimethylquinoxalin-3-yl)aminocarbonyl]-4-(3,5-dimethylphenyl)piperazine). Isolated yield 58.0%. Reaction SMILES: [CH3:1][O:2][C:3]1[C:12]([NH:13][C:14](=[O:18])OCC)=[N:11][C:10]2[C:5](=[CH:6][C:7]([CH3:20])=[C:8]([CH3:19])[CH:9]=2)[N:4]=1.[CH3:21][C:22]1[CH:23]=[C:24]([N:29]2[CH2:34][CH2:33][NH:32][CH2:31][CH2:30]2)[CH:25]=[C:26]([CH3:28])[CH:27]=1>>[CH3:1][O:2][C:3]1[C:12]([NH:13][C:14]([N:32]2[CH2:33][CH2:34][N:29]([C:24]3[CH:25]=[C:26]([CH3:28])[CH:27]=[C:22]([CH3:21])[CH:23]=3)[CH2:30][CH2:31]2)=[O:18])=[N:11][C:10]2[C:5](=[CH:6][C:7]([CH3:20])=[C:8]([CH3:19])[CH:9]=2)[N:4]=1. Reported procedure: Ethyl N-(2-methoxy-6,7-dimethylquinoxalin-3-yl)carbamate and 1-(3,5-dimethylphenyl)piperazine were reacted by the same way with the example 183 to obtain the titled compound (yield, 58%). 1H NMR (300 MHz, CDCl3) δ 2.29-2.40 (m, 12H), 3.20-3.29 (m, 4H), 3.80-3.83 (m, 3H), 4.10 (s, 4H), 5.12 (br s, 1H), 6.59 (s, 3H), 7.36-7.60 (m, 2H).